From a dataset of the Open Reaction Database (ORD), a public repository of structured organic reaction records. describe an organic reaction: reactants, conditions, products, and yield The reactants are C(C)(C)(C)OC1=CC=C(C=C)C=C1 (p-t-butoxystyrene), C(=C)OCC (ethyl vinyl ether), S(O)(O)(=O)=O (sulfuric acid), C(C)(C)(C)OC1=CC=C(C=C)C=C1 (p-t-butoxystyrene), N(=NC(C#N)(C)C)C(C#N)(C)C (azobisisobutyronitrile), OC1=CC=C(C=C)C=C1 (4-hydroxystyrene). Solvent: COCC(C)O (propylene glycol monomethyl ether), C(C)(=O)OCC (ethyl acetate). The product is OC1=CC=C(C=C)C=C1.C(=C)OCC (4-hydroxystyrene ethyl vinyl ether). As a reaction SMILES: C([O:5][C:6]1[CH:13]=[CH:12][C:9]([CH:10]=[CH2:11])=[CH:8][CH:7]=1)(C)(C)C.[CH:14]([O:16][CH2:17][CH3:18])=[CH2:15].N(C(C)(C)C#N)=NC(C)(C)C#N.S(=O)(=O)(O)O.OC1C=CC(C=C)=CC=1>COCC(O)C.C(OCC)(=O)C>[OH:5][C:6]1[CH:13]=[CH:12][C:9]([CH:10]=[CH2:11])=[CH:8][CH:7]=1.[CH:14]([O:16][CH2:17][CH3:18])=[CH2:15] |f:7.8|. Reported procedure: p-t-butoxystyrene and ethyl vinyl ether (100 parts by mass in total (molar ratio: 60:40)) were dissolved in 150 parts by mass of propylene glycol monomethyl ether. The mixture was polymerized at 70° C. for 10 hours in a nitrogen atmosphere in the presence of 4 parts by mass of azobisisobutyronitrile. After the addition of sulfuric acid to the reaction solution, the components were reacted at 90° C. for 10 hours to convert (deprotect) p-t-butoxystyrene into 4-hydroxystyrene. After the addition of... Reactants: CO, [H][H], COc1ccc2nc(-c3ccc4c(c3)OCO4)sc2c1[N+](=O)[O-]. The product is COc1ccc2nc(-c3ccc4c(c3)OCO4)sc2c1N. Reaction SMILES: [CH3:26][OH:27].[H:24][H:25].[O:1]1[CH2:2][O:3][c:4]2[c:5]1[cH:6][cH:7][c:8](-[c:10]1[s:11][c:12]3[c:13]([n:14]1)[cH:15][cH:16][c:17]([O:22][CH3:23])[c:18]3[N+:19]([O-:20])=[O:21])[cH:9]2>>[O:1]1[CH2:2][O:3][c:4]2[c:5]1[cH:6][cH:7][c:8](-[c:10]1[s:11][c:12]3[c:13]([n:14]1)[cH:15][cH:16][c:17]([O:22][CH3:23])[c:18]3[NH2:19])[cH:9]2. Reactants: N1CCOCC1 (Morpholine), ClC=1C(=NC=CC1Cl)CO (3.4 -dichloro-2 -hydroxymethylpyridine). The product is O1CCN(CC1)C1=C(C(=NC=C1)CO)Cl (4 -morpholino-3 -chloro-2 -hydroxymethylpyridine). Run in C(C)O (ethanol). RXN SMILES: [NH:1]1[CH2:6][CH2:5][O:4][CH2:3][CH2:2]1.[Cl:7][C:8]1[C:9]([CH2:15][OH:16])=[N:10][CH:11]=[CH:12][C:13]=1Cl>C(O)C>[O:4]1[CH2:5][CH2:6][N:1]([C:13]2[CH:12]=[CH:11][N:10]=[C:9]([CH2:15][OH:16])[C:8]=2[Cl:7])[CH2:2][CH2:3]1. Procedure details: Morpholine (7.34 ml) and 3.4 -dichloro-2 -hydroxymethylpyridine (3.0 g) were heated together in a bomb at 180 ° for 4 hours. After cooling, the mixture was taken up in ethanol and evaporated under reduced pressure to remove excess amine. The residue was taken up in water and extracted with chloroform. After drying (K2CO3 ) and removal of solvent, the residue was chromatographed (silica gel, CHCl3) to give an oil which was crystallised from petroleum ether (60/80 ) to give 4 -morpholino-3 -chloro... The reactants are C(=O)O[C@@H]1COC[C@@H]1[C@@](C)(C1=C(C=CC=C1)F)N (rel-(3S,4S)-4-[(S)-1-amino-1-(2-fluoro-phenyl)-ethyl]-tetrahydro-furan-3-ol formate), C(O)([O-])=O.[Na+] (sodium hydrogencarbonate). Run in ClCCl (dichloromethane). Conditions: time 1 hour. The product is N[C@](C)(C1=C(C=CC=C1)F)[C@@H]1[C@@H](COC1)O (rel-(3S,4S)-4-[(S)-1-amino-1-(2-fluoro-phenyl)-ethyl]-tetrahydro-furan-3-ol). Yield: 76.7%. As a reaction SMILES: C([O:3][C@H:4]1[C@@H:8]([C@:9]([NH2:18])([C:11]2[CH:16]=[CH:15][CH:14]=[CH:13][C:12]=2[F:17])[CH3:10])[CH2:7][O:6][CH2:5]1)=O.C(=O)([O-])O.[Na+]>ClCCl>[NH2:18][C@@:9]([C@H:8]1[CH2:7][O:6][CH2:5][C@H:4]1[OH:3])([C:11]1[CH:16]=[CH:15][CH:14]=[CH:13][C:12]=1[F:17])[CH3:10] |f:1.2|. Procedure: A solution of (3S,3aS,6aS)-rel-3-(2-fluoro-phenyl)-3-methyl-hexahydro-furo[3,4-d]isoxazole (16.72 g, 72.9 mmol) in ethanol (300 ml) was treated with ammonium formate (36.8 g, 583 mmol) and palladium (5% on carbon; 7.76 g). The reaction mixture was stirred at room temperature for 18 hours, then filtered and the filtrate evaporated at reduced pressure. The crude product was triturated with diisopropyl ether (50 ml) and filtered. The filtrate was evaporated at reduced pressure and the (3S,4S)-4-[(S... Starting materials: ClC1=C(C(=NC=2N1N=C(N2)C2=CC=CC=C2)C)CC(=O)OC (methyl 2-(7-chloro-5-methyl-2-phenyl-[1,2,4]triazolo[1,5-a]pyrimidin-6-yl)acetate), 4,4-dimethylpiperidine, HCl, CCN(C(C)C)C(C)C (DIEA), CN1CCCC1=O (NMP). Conditions: time 3 hour. Product: CC1(CCN(CC1)C1=C(C(=NC=2N1N=C(N2)C2=CC=CC=C2)C)CC(=O)OC)C (methyl 2-(7-(4,4-dimethylpiperidin-1-yl)-5-methyl-2-phenyl-[1,2,4]triazolo[1,5-a]pyrimidin-6-yl)acetate). Isolated yield 85.0%. RXN SMILES: Cl[C:2]1[N:7]2[N:8]=[C:9]([C:11]3[CH:16]=[CH:15][CH:14]=[CH:13][CH:12]=3)[N:10]=[C:6]2[N:5]=[C:4]([CH3:17])[C:3]=1[CH2:18][C:19]([O:21][CH3:22])=[O:20].CC[N:25]([CH:29]([CH3:31])C)[CH:26]([CH3:28])C.CN1C(=O)[CH2:36][CH2:35][CH2:34]1>>[CH3:34][C:35]1([CH3:36])[CH2:28][CH2:26][N:25]([C:2]2[N:7]3[N:8]=[C:9]([C:11]4[CH:16]=[CH:15][CH:14]=[CH:13][CH:12]=4)[N:10]=[C:6]3[N:5]=[C:4]([CH3:17])[C:3]=2[CH2:18][C:19]([O:21][CH3:22])=[O:20])[CH2:29][CH2:31]1. Procedure: To a solution of methyl 2-(7-chloro-5-methyl-2-phenyl-[1,2,4]triazolo[1,5-a]pyrimidin-6-yl)acetate (100 mg, 0.316 mmol) and 4,4-dimethylpiperidine, HCl (47.3 mg, 0.316 mmol) in NMP (Volume: 3 mL) was added DIEA (0.220 mL, 1.263 mmol). The resulting mixture was stirred at r.t for 3 hrs. then purified by Pre-HPLC to afford methyl 2-(7-(4,4-dimethylpiperidin-1-yl)-5-methyl-2-phenyl-[1,2,4]triazolo[1,5-a]pyrimidin-6-yl)acetate (108 mg, 0.269 mmol, 85% yield). 1H-NMR (500 MHz, CDCl3) δ 1.14 (6 H, s),... Starting materials: O=C1CN(C(=O)c2nc(-c3ccc(F)c(Cl)c3)c(-c3cc(F)cc(Cl)c3)s2)CN1, O=C(O)c1nc(-c2cccc(Cl)c2)c(-c2cc(F)cc(Cl)c2)s1. Product: O=C1CN(C(=O)c2nc(-c3cccc(Cl)c3)c(-c3cc(F)cc(Cl)c3)s2)CN1. RXN SMILES: [Cl:1][c:2]1[cH:3][c:4](-[c:9]2[n:10][c:11]([C:22](=[O:23])[N:24]3[CH2:25][NH:26][C:27](=[O:29])[CH2:28]3)[s:12][c:13]2-[c:14]2[cH:15][c:16]([Cl:21])[cH:17][c:18]([F:20])[cH:19]2)[cH:5][cH:6][c:7]1[F:8].[Cl:30][c:31]1[cH:32][c:33](-[c:34]2[s:35][c:36]([C:37]([OH:38])=[O:39])[n:40][c:41]2-[c:42]2[cH:43][cH:44][cH:45][c:46]([Cl:47])[cH:48]2)[cH:49][c:50]([F:51])[cH:52]1>>[Cl:1][c:2]1[cH:3][c:4](-[c:9]2[n:10][c:11]([C:22](=[O:23])[N:24]3[CH2:25][NH:26][C:27](=[O:29])[CH2:28]3)[s:12][c:13]2-[c:14]2[cH:15][c:16]([Cl:21])[cH:17][c:18]([F:20])[cH:19]2)[cH:5][cH:6][cH:7]1. Starting materials: C(=O)(OCC)C=P(C1=CC=CC=C1)(C1=CC=CC=C1)C1=CC=CC=C1 ((carbethoxymethylene)triphenylphosphine), FC=1C=C(C=CC1)C(=CC=O)C1=CC(=CC=C1)F (3,3-bis(3-fluorophenyl)-2-propen al), material, [OH-].[Na+] (sodium hydroxide), C(C)OC(\C=C\C=C(C1=CC(=CC=C1)F)C1=CC(=CC=C1)F)=O ((E)-5,5-bis(3-fluorophenyl)-2,4-pentadienoic acid ethyl ester). Run in C(Cl)(Cl)(Cl)Cl (carbon tetrachloride), CO (methanol), CO (methanol). The product is FC=1C=C(C=CC1)C(=C/C=C/C(=O)O)C1=CC(=CC=C1)F ((E)-5,5-bis(3-fluorophenyl)-2,4-pentadienoic acid). RXN SMILES: FC1C=C(C(C2C=CC=C(F)C=2)=CC=O)C=CC=1.C(C=P(C1C=CC=CC=1)(C1C=CC=CC=1)C1C=CC=CC=1)(OCC)=O.C([O:46][C:47](=[O:66])/[CH:48]=[CH:49]/[CH:50]=[C:51]([C:59]1[CH:64]=[CH:63][CH:62]=[C:61]([F:65])[CH:60]=1)[C:52]1[CH:57]=[CH:56][CH:55]=[C:54]([F:58])[CH:53]=1)C.[OH-].[Na+]>C(Cl)(Cl)(Cl)Cl.CO>[F:58][C:54]1[CH:53]=[C:52]([C:51]([C:59]2[CH:64]=[CH:63][CH:62]=[C:61]([F:65])[CH:60]=2)=[CH:50]/[CH:49]=[CH:48]/[C:47]([OH:66])=[O:46])[CH:57]=[CH:56][CH:55]=1 |f:3.4|. Procedure details: In the manner described in Example 99, 3,3-bis(3-fluorophenyl)-2-propen al (17.8 g) was reacted with (carbethoxymethylene)triphenylphosphine (26.2 g) in carbon tetrachloride (200 mL) at room temperature overnight. The crude product (23 g) obtained from the usual work up was Predominantly (E)-5,5-bis(3-fluorophenyl)-2,4-pentadienoic acid ethyl ester. A stirred solution of the above material (23 g) in hot methanol (200 mL) was treated in one portion with 2N sodium hydroxide solution (75 mL). After...